From a dataset of the Open Reaction Database (ORD), a public repository of structured organic reaction records. describe an organic reaction: reactants, conditions, products, and yield Starting materials: CC1CN(C(=O)OC(C)(C)C)C(C)CN1, O=[N+]([O-])c1cc(C(O)(C(F)(F)F)C(F)(F)F)ccc1F, CC(C)(C)OC(=O)N1CCNCC1. The product is CC1CN(c2ccc(C(O)(C(F)(F)F)C(F)(F)F)cc2[N+](=O)[O-])C(C)CN1C(=O)OC(C)(C)C. Reaction SMILES: [CH3:1][CH:2]1[N:3]([C:9](=[O:10])[O:11][C:12]([CH3:13])([CH3:14])[CH3:15])[CH2:4][CH:5]([CH3:8])[NH:6][CH2:7]1.[F:16][C:17]([C:18]([C:19]([F:20])([F:21])[F:22])([OH:23])[c:24]1[cH:25][c:26]([N+:31](=[O:32])[O-:33])[c:27]([F:30])[cH:28][cH:29]1)([F:34])[F:35].[N:36]1([C:37]([O:38][C:39]([CH3:40])([CH3:41])[CH3:42])=[O:43])[CH2:44][CH2:45][NH:46][CH2:47][CH2:48]1>>[CH3:1][CH:2]1[N:3]([C:9](=[O:10])[O:11][C:12]([CH3:13])([CH3:14])[CH3:15])[CH2:4][CH:5]([CH3:8])[N:6]([c:27]2[c:26]([N+:31](=[O:32])[O-:33])[cH:25][c:24]([C:18]([C:17]([F:16])([F:34])[F:35])([C:19]([F:20])([F:21])[F:22])[OH:23])[cH:29][cH:28]2)[CH2:7]1. Reactants: O=C1C=CC=2C(=CC=NC2N1)OC1=CC=C(N)C=C1 (4-[(7-oxo-7,8-dihydro[1,8]naphthyridin-4-yl)oxy]aniline), FC1=CC=C(C=C1)N=C=O (p-fluorophenyl isocyanate), CN(C=O)C (dimethylformamide). Run in O (water). Product: FC1=CC=C(C=C1)NC(=O)NC1=CC=C(C=C1)OC1=CC=NC=2NC(C=CC12)=O (N-(4-Fluorophenyl)-N′-{4-[(7-oxo-7,8-dihydro[1,8]naphthyridin-4-yl)oxy]phenyl}urea). As a reaction SMILES: [O:1]=[C:2]1[NH:11][C:10]2[N:9]=[CH:8][CH:7]=[C:6]([O:12][C:13]3[CH:19]=[CH:18][C:16]([NH2:17])=[CH:15][CH:14]=3)[C:5]=2[CH:4]=[CH:3]1.[F:20][C:21]1[CH:26]=[CH:25][C:24]([N:27]=[C:28]=[O:29])=[CH:23][CH:22]=1.CN(C)C=O>O>[F:20][C:21]1[CH:26]=[CH:25][C:24]([NH:27][C:28]([NH:17][C:16]2[CH:15]=[CH:14][C:13]([O:12][C:6]3[C:5]4[CH:4]=[CH:3][C:2](=[O:1])[NH:11][C:10]=4[N:9]=[CH:8][CH:7]=3)=[CH:19][CH:18]=2)=[O:29])=[CH:23][CH:22]=1. Procedure: N-(4-Fluorophenyl)-N′-{4-[(7-oxo-7,8-dihydro[1,8]naphthyridin-4-yl)oxy]aniline (30 mg), p-fluorophenyl isocyanate (0.016 ml) and dimethylformamide (6 ml) were stirred at 70° C. until disappearance of the starting materials. After returning the reaction solution to room temperature, water was added dropwise and the precipitated solid was filtered out to obtain 22 mg of a light brown solid. Starting materials: CCOC(=O)Cc1cc2ccccc2n1C(=O)OC(C)(C)C, C1CCOC1, CN([SiH](C)C)[Si](C)(C)C, CI, [K]. The product is CCOC(=O)C(C)c1cc2ccccc2n1C(=O)OC(C)(C)C. Reaction SMILES: [CH2:1]([CH3:2])[O:3][C:4]([CH2:5][c:6]1[n:7]([C:15](=[O:16])[O:17][C:18]([CH3:19])([CH3:20])[CH3:21])[c:8]2[cH:9][cH:10][cH:11][cH:12][c:13]2[cH:14]1)=[O:22].[CH2:35]1[O:36][CH2:37][CH2:38][CH2:39]1.[CH3:23][SiH:24]([CH3:25])[N:26]([CH3:27])[Si:28]([CH3:29])([CH3:30])[CH3:31].[CH3:33][I:34].[K:32]>>[CH2:1]([CH3:2])[O:3][C:4]([CH:5]([c:6]1[n:7]([C:15](=[O:16])[O:17][C:18]([CH3:19])([CH3:20])[CH3:21])[c:8]2[cH:9][cH:10][cH:11][cH:12][c:13]2[cH:14]1)[CH3:23])=[O:22]. Reactants: FC1=CC=C(C=C1)S(=O)(=O)N[C@H](C(C)C)C(=O)OC(C)(C)C (N-[(4-fluorophenyl)-sulfonyl]-D-valine, 1,1-dimethylethyl ester), C(=O)([O-])[O-].[K+].[K+] (K2CO3), Example 1b, CC1=CC(=CC=C1)S (m-thiocresol). Run in CN(C)C=O (DMF). Conditions: temperature 70 celsius. Product: CC=1C=C(C=CC1)SC1=CC=C(C=C1)S(=O)(=O)N[C@H](C(C)C)C(=O)OC(C)(C)C (N-[[4-[(3-methylphenyl)thio]phenyl]sulfonyl]-D-valine, 1,1-dimethylethyl ester). RXN SMILES: F[C:2]1[CH:7]=[CH:6][C:5]([S:8]([NH:11][C@@H:12]([C:16]([O:18][C:19]([CH3:22])([CH3:21])[CH3:20])=[O:17])[CH:13]([CH3:15])[CH3:14])(=[O:10])=[O:9])=[CH:4][CH:3]=1.[CH3:23][C:24]1[CH:29]=[CH:28][CH:27]=[C:26]([SH:30])[CH:25]=1.C([O-])([O-])=O.[K+].[K+]>CN(C=O)C>[CH3:23][C:24]1[CH:25]=[C:26]([S:30][C:2]2[CH:7]=[CH:6][C:5]([S:8]([NH:11][C@@H:12]([C:16]([O:18][C:19]([CH3:22])([CH3:21])[CH3:20])=[O:17])[CH:13]([CH3:15])[CH3:14])(=[O:10])=[O:9])=[CH:4][CH:3]=2)[CH:27]=[CH:28][CH:29]=1 |f:2.3.4|. Procedure details: To a solution of N-[(4-fluorophenyl)-sulfonyl]-D-valine, 1,1-dimethylethyl ester, from Example 1b (3.0 g, 9.06 mmol) in 35 mL DMF was added m-thiocresol (3.23 mL, 27.2 mmol) and powdered K2CO3 (3.76 g, 27.2 mmol). The mixture was heated to 70° C. for 20 hours. After cooling to room temperature, the solution is washed with H2O (4×100 mL), and sat'd NaCl (2×100 mL), and dried over Mg2SO4. After concentration in vacuo, the residue was purified by flash chromatography (10:90 EtOAc/hexane) to afford ... Starting materials: O=C(O)c1cc(Cl)nc(OCc2ccccc2)c1, O=C(Cl)C(=O)Cl, ClC(Cl)Cl, CN(C)C=O. Product: COC(=O)c1cc(Cl)nc(OCc2ccccc2)c1. As a reaction SMILES: [Cl:11][c:12]1[n:13][c:14]([O:21][CH2:22][c:23]2[cH:24][cH:25][cH:26][cH:27][cH:28]2)[cH:15][c:16]([C:18](=[O:19])[OH:20])[cH:17]1.[Cl:1][C:2]([C:3]([Cl:4])=[O:5])=[O:6].[Cl:7][CH:8]([Cl:9])[Cl:10].[O:29]=[CH:30][N:31]([CH3:32])[CH3:33]>>[CH3:2][O:20][C:18]([c:16]1[cH:15][c:14]([O:21][CH2:22][c:23]2[cH:24][cH:25][cH:26][cH:27][cH:28]2)[n:13][c:12]([Cl:11])[cH:17]1)=[O:19]. Reactants: [BH4-], COCC1OC(n2cnc3c(NCC(c4ccccc4)c4ccccc4)nc(C(=O)OC)nc32)C(O[Si](C)(C)C(C)(C)C)C1O[Si](C)(C)C(C)(C)C, COB(OC)OC, CCOCC, [Li+], O. Yields the product COCC1OC(n2cnc3c(NCC(c4ccccc4)c4ccccc4)nc(CO)nc32)C(O[Si](C)(C)C(C)(C)C)C1O[Si](C)(C)C(C)(C)C. RXN SMILES: [BH4-:60].[C:1]([CH3:2])([CH3:3])([CH3:4])[Si:5]([O:6][CH:7]1[CH:8]([n:23]2[c:24]3[n:25][c:26]([C:47](=[O:48])[O:49][CH3:50])[n:27][c:28]([NH:32][CH2:33][CH:34]([c:35]4[cH:36][cH:37][cH:38][cH:39][cH:40]4)[c:41]4[cH:42][cH:43][cH:44][cH:45][cH:46]4)[c:29]3[n:30][cH:31]2)[O:9][CH:10]([CH2:20][O:21][CH3:22])[CH:11]1[O:12][Si:13]([CH3:14])([CH3:15])[C:16]([CH3:17])([CH3:18])[CH3:19])([CH3:51])[CH3:52].[CH3:53][O:54][B:55]([O:56][CH3:57])[O:58][CH3:59].[CH3:63][CH2:64][O:65][CH2:66][CH3:67].[Li+:61].[OH2:62]>>[C:1]([CH3:2])([CH3:3])([CH3:4])[Si:5]([O:6][CH:7]1[CH:8]([n:23]2[c:24]3[n:25][c:26]([CH2:47][OH:48])[n:27][c:28]([NH:32][CH2:33][CH:34]([c:35]4[cH:36][cH:37][cH:38][cH:39][cH:40]4)[c:41]4[cH:42][cH:43][cH:44][cH:45][cH:46]4)[c:29]3[n:30][cH:31]2)[O:9][CH:10]([CH2:20][O:21][CH3:22])[CH:11]1[O:12][Si:13]([CH3:14])([CH3:15])[C:16]([CH3:17])([CH3:18])[CH3:19])([CH3:51])[CH3:52]. Starting materials: NC1=NC2=NC(=CC=C2C=C1)Cl (2-amino-7-chloro-1,8-naphthyridine), CS(=O)C (dimethyl sulphoxide), CN(CCCS)C (3-dimethylaminopropanethiol), [OH-].[K+] (potassium hydroxide). Run in C(C)OCC (ethyl ether), O (water). Run at temperature 90 celsius. Product: NC1=NC2=NC(=CC=C2C=C1)SCCCN(C)C (2-Amino-7-(3-dimethylaminopropylthio)-1,8-naphthyridine). Yield: 77.0%. As a reaction SMILES: [NH2:1][C:2]1[CH:11]=[CH:10][C:9]2[C:4](=[N:5][C:6](Cl)=[CH:7][CH:8]=2)[N:3]=1.[CH3:13][N:14]([CH3:19])[CH2:15][CH2:16][CH2:17][SH:18].[OH-].[K+].CS(C)=O>C(OCC)C.O>[NH2:1][C:2]1[CH:11]=[CH:10][C:9]2[C:4](=[N:5][C:6]([S:18][CH2:17][CH2:16][CH2:15][N:14]([CH3:19])[CH3:13])=[CH:7][CH:8]=2)[N:3]=1 |f:2.3|. Reported procedure: A mixture composed of 2-amino-7-chloro-1,8-naphthyridine (8 g), 3-dimethylaminopropanethiol (11.4 g), potassium hydroxide pellets (85% pure; 6.26 g) and dimethyl sulphoxide (87 cc) is heated to 90° C. for 3 hours 30 minutes. The reaction mixture is then poured into water (1500 cc) and extracted with methylene chloride (5×400 cc). The organic extracts are combined and washed with distilled water (400 cc), dried over magnesium sulphate and concentrated to dryness at 40° C. under reduced pressure (...